From a dataset of the Open Reaction Database (ORD), a public repository of structured organic reaction records. describe an organic reaction: reactants, conditions, products, and yield The reactants are C1C2=C(CC3=C1NC4=CC=CC=C4C3=O)NC5=CC=CC=C5C2=O (6,13-dihydroquinacridone), [OH-].[K+] (potassium hydroxide), C1C2=C(CC3=C1NC4=CC=CC=C4C3=O)NC5=CC=CC=C5C2=O (6,13-dihydroquinacridone), S(O)(O)(=O)=O (sulfuric acid). Solvent: CS(=O)C (dimethyl sulfoxide). Product: C1=CC=C2C(=C1)C(=O)C3=CC4=C(C=C3N2)C(=O)C5=CC=CC=C5N4 (quinacridone). As a reaction SMILES: [CH2:1]1[C:6]2[NH:7][C:8]3[C:13]([C:14](=[O:15])[C:5]=2[CH2:4][C:3]2[NH:16][C:17]4[C:22]([C:23](=[O:24])[C:2]1=2)=[CH:21][CH:20]=[CH:19][CH:18]=4)=[CH:12][CH:11]=[CH:10][CH:9]=3.[OH-].[K+].S(=O)(=O)(O)O>CS(C)=O>[CH:20]1[CH:21]=[C:22]2[C:23]([C:2]3[C:3]([NH:16][C:17]2=[CH:18][CH:19]=1)=[CH:4][C:5]1[C:14]([C:13]2[C:8]([NH:7][C:6]=1[CH:1]=3)=[CH:9][CH:10]=[CH:11][CH:12]=2)=[O:15])=[O:24] |f:1.2|. Procedure: The oxidation of 6,13-dihydroquinacridone is carried out as described in the Japanese Patent Disclosure JP 54-135821, Example 5. Thus, 10 grams 6,13-dihydroquinacridone are stirred into a mixture of 100 ml dimethyl sulfoxide and 20 grams 33% aqueous potassium hydroxide solution at 110° to 120° and air is then introduced into the vessel at a rate of 90-96 ml/min. for a period of 5 hours. The reaction mixture is cooled and 33% aqueous sulfuric acid is introduced dropwise. The precipitated pigment ... Reactants: BrCC=1C(=C(C#N)C=CC1)F (3-(Bromomethyl)-2-fluorobenzonitrile), BrCC=1C(=C(C#N)C=CC1)F (3-(Bromomethyl)-2-fluorobenzonitrile), C[O-].[Na+] (sodium methoxide). Solvent: CO (MeOH). Conditions: time 2 hour. Yields the product FC1=C(C#N)C=CC=C1COC (2-Fluoro-3-(methoxymethyl)benzonitrile). The yield is 84.0%. As a reaction SMILES: Br[CH2:2][C:3]1[C:4]([F:11])=[C:5]([CH:8]=[CH:9][CH:10]=1)[C:6]#[N:7].[CH3:12][O-:13].[Na+]>CO>[F:11][C:4]1[C:3]([CH2:2][O:13][CH3:12])=[CH:10][CH:9]=[CH:8][C:5]=1[C:6]#[N:7] |f:1.2|. Procedure: 3-(Bromomethyl)-2-fluorobenzonitrile (Intermediate 84, 1.39 g, 6.49 mmol) was dissolved in MeOH (10 mL) and sodium methoxide (1.238 mL, 6.49 mmol) was added. The mixture was stirred at r.t. for 2 h. This mixture was concentrated and then partitioned between water and EtOAc. The organic layer was separated and then concentrated in vacuo. The resulting residue was purified by flash chromatography using EtOAc/heptanes as eluent to give the title compound (0.900 g, 84% yield): 1H NMR (500 MHz, DMSO-... The reactants are ClCCCS(=O)(=O)N1CCC(CC1)C1=CNC2=C(C=C(C=C12)C1=CC=CC=C1)C(=O)N (3-{1-[(3-chloropropyl)sulfonyl]-4-piperidinyl}-5-phenyl-1H-indole-7-carboxamide), CC1=CC=C(C=C1)O (4-methylphenol), C(=O)([O-])[O-].[K+].[K+] (K2CO3), [I-].[Na+] (sodium iodide). Solvent: CS(=O)C (DMSO). Reaction conditions: temperature 80 celsius. Yields the product CC1=CC=C(C=C1)OCCCS(=O)(=O)N1CCC(CC1)C1=CNC2=C(C=C(C=C12)C1=CC=CC=C1)C(=O)N (3-[1-({3-[(4-methylphenyl)oxy]propyl}sulfonyl)-4-piperidiriyl]-5-phenyl-1H-indole-7-carboxamide). Yield: 13.6%. As a reaction SMILES: Cl[CH2:2][CH2:3][CH2:4][S:5]([N:8]1[CH2:13][CH2:12][CH:11]([C:14]2[C:22]3[C:17](=[C:18]([C:29]([NH2:31])=[O:30])[CH:19]=[C:20]([C:23]4[CH:28]=[CH:27][CH:26]=[CH:25][CH:24]=4)[CH:21]=3)[NH:16][CH:15]=2)[CH2:10][CH2:9]1)(=[O:7])=[O:6].[CH3:32][C:33]1[CH:38]=[CH:37][C:36]([OH:39])=[CH:35][CH:34]=1.C([O-])([O-])=O.[K+].[K+].[I-].[Na+]>CS(C)=O>[CH3:32][C:33]1[CH:38]=[CH:37][C:36]([O:39][CH2:2][CH2:3][CH2:4][S:5]([N:8]2[CH2:13][CH2:12][CH:11]([C:14]3[C:22]4[C:17](=[C:18]([C:29]([NH2:31])=[O:30])[CH:19]=[C:20]([C:23]5[CH:28]=[CH:27][CH:26]=[CH:25][CH:24]=5)[CH:21]=4)[NH:16][CH:15]=3)[CH2:10][CH2:9]2)(=[O:7])=[O:6])=[CH:35][CH:34]=1 |f:2.3.4,5.6|. Procedure details: To a solution of 3-{1-[(3-chloropropyl)sulfonyl]-4-piperidinyl}-5-phenyl-1H-indole-7-carboxamide (40 mg, 0.087 mmol) in DMSO (1.0 mL), were added 4-methylphenol (108 mg, 0.87 mmol), K2CO3 (35.0 mg, 0.35 mmol) and sodium iodide (0.5 mg). The reaction solution was heated to 80° C. overnight. After which time the reaction mixture was filtered and purified by reverse phase HPLC (water/CH3CN, 0.1% TFA 10-90%) to give the title compound (6.3 mg, 14%). Procedure details: Tetrakistriphenylphosphine palladium (403 mg), phenylboronic acid (510 mg) and a 2 M sodium carbonate solution (3.5 mL) were sequentially added to a solution of 5-bromo-6-methoxypyridine-2-carbaldehyde (753 mg) in 1,2-dimethoxyethane (23 mL) in a nitrogen atmosphere, and the mixture was stirred at 80° C. for three hours. Water was added to the reaction solution at room temperature, followed by extraction with ethyl acetate. The organic layer was washed with brine, dried over anhydrous sodium sul... The reactants are Tetrakistriphenylphosphine palladium, C1(=CC=CC=C1)B(O)O (phenylboronic acid), C([O-])([O-])=O.[Na+].[Na+] (sodium carbonate), BrC=1C=CC(=NC1OC)C=O (5-bromo-6-methoxypyridine-2-carbaldehyde), O (Water). The product is COC1=C(C=CC(=N1)C=O)C1=CC=CC=C1 (6-methoxy-5-phenylpyridine-2-carbaldehyde). Solvent: COCCOC (1,2-dimethoxyethane). The yield is 59.9%. Conditions: temperature 80 celsius, time 3 hour. As a reaction SMILES: [C:1]1(B(O)O)[CH:6]=[CH:5][CH:4]=[CH:3][CH:2]=1.C(=O)([O-])[O-].[Na+].[Na+].Br[C:17]1[CH:18]=[CH:19][C:20]([CH:25]=[O:26])=[N:21][C:22]=1[O:23][CH3:24].O>COCCOC>[CH3:24][O:23][C:22]1[N:21]=[C:20]([CH:25]=[O:26])[CH:19]=[CH:18][C:17]=1[C:1]1[CH:6]=[CH:5][CH:4]=[CH:3][CH:2]=1 |f:1.2.3|. Starting materials: CCN=C=NCCCN(C)C, CN(C)c1ccccn1, CCOCC, ClCCl, Cl, CC(C)(C)OC(=O)N1CCC(CO)(c2ccc(F)cc2)CC1, Nc1c(C(=O)O)cc(Cl)cc1[N+](=O)[O-], O. Product: CC(C)(C)OC(=O)N1CCC(COC(=O)c2cc(Cl)cc([N+](=O)[O-])c2N)(c2ccc(F)cc2)CC1. RXN SMILES: [CH2:47]([N:48]=[C:49]=[N:50][CH2:51][CH2:52][CH2:53][N:54]([CH3:55])[CH3:56])[CH3:57].[CH3:37][N:38]([c:39]1[cH:40][cH:41][cH:42][cH:43][n:44]1)[CH3:45].[CH3:61][CH2:62][O:63][CH2:64][CH3:65].[Cl:58][CH2:59][Cl:60].[ClH:46].[F:15][c:16]1[cH:17][cH:18][c:19]([C:22]2([CH2:35][OH:36])[CH2:23][CH2:24][N:25]([C:28](=[O:29])[O:30][C:31]([CH3:32])([CH3:33])[CH3:34])[CH2:26][CH2:27]2)[cH:20][cH:21]1.[NH2:1][c:2]1[c:3]([C:4](=[O:5])[OH:6])[cH:7][c:8]([Cl:14])[cH:9][c:10]1[N+:11](=[O:12])[O-:13].[OH2:66]>>[NH2:1][c:2]1[c:3]([C:4](=[O:5])[O:6][CH2:35][C:22]2([c:19]3[cH:18][cH:17][c:16]([F:15])[cH:21][cH:20]3)[CH2:23][CH2:24][N:25]([C:28](=[O:29])[O:30][C:31]([CH3:32])([CH3:33])[CH3:34])[CH2:26][CH2:27]2)[cH:7][c:8]([Cl:14])[cH:9][c:10]1[N+:11](=[O:12])[O-:13]. Reactants: CN, CO, C1CCOC1, CCOC(=O)COC(=O)NCCc1ccc(-c2ccccc2)nc1. The product is CNC(=O)COC(=O)NCCc1ccc(-c2ccccc2)nc1. As a reaction SMILES: [CH3:1][NH2:2].[CH3:32][OH:33].[O:27]1[CH2:28][CH2:29][CH2:30][CH2:31]1.[c:3]1(-[c:9]2[cH:10][cH:11][c:12]([CH2:15][CH2:16][NH:17][C:18](=[O:19])[O:20][CH2:21][C:22]([O:24][CH2:23][CH3:25])=[O:26])[cH:13][n:14]2)[cH:4][cH:5][cH:6][cH:7][cH:8]1>>[CH3:1][NH:2][C:22]([CH2:21][O:20][C:18]([NH:17][CH2:16][CH2:15][c:12]1[cH:11][cH:10][c:9](-[c:3]2[cH:4][cH:5][cH:6][cH:7][cH:8]2)[n:14][cH:13]1)=[O:19])=[O:24].